From a dataset of the Open Reaction Database (ORD), a public repository of structured organic reaction records. describe an organic reaction: reactants, conditions, products, and yield Reactants: C(=S)=S (Carbon disulphide), OS(=O)(=O)OC[C@H]1NCC2=CC=CC=C2C1 ((S)-3-hydroxysulphonyloxymethyl-1,2,3,4-tetrahydroisoquinoline). Solvent: [OH-].[Na+] (sodium hydroxide). Reaction conditions: time 3 hour. Product: C1SC(N2CC=3C=CC=CC3C[C@H]21)=S ((S)-1,5,10,10a-Tetrahydrothiazolo[3,4-b]isoquinoline-3-thione). Yield: 84.6%. RXN SMILES: [C:1](=[S:3])=[S:2].OS(O[CH2:9][C@@H:10]1[CH2:19][C:18]2[C:13](=[CH:14][CH:15]=[CH:16][CH:17]=2)[CH2:12][NH:11]1)(=O)=O>[OH-].[Na+]>[CH2:9]1[C@H:10]2[N:11]([CH2:12][C:13]3[CH:14]=[CH:15][CH:16]=[CH:17][C:18]=3[CH2:19]2)[C:1](=[S:3])[S:2]1 |f:2.3|. Procedure details: Carbon disulphide (40 g) is added dropwise, whilst stirring vigorously, to a solution of (S)-3-hydroxysulphonyloxymethyl-1,2,3,4-tetrahydroisoquinoline (100 g) in 0.25 N aqueous sodium hydroxide solution (4000 cc). The reaction is exothermic. A solid precipitates; the stirring is continued for 3 hours. The reaction mixture is then neutralised by the addition of 4 N hydrochloric acid. The resulting crystals are filtered off, washed copiously with water and then recrystallized from ethanol (3000 c... Product: FC=1C=CC=2C3=CC=CC=C3C(N(C2C1)C(=O)C=1C=C(C=CC1)O)C (3-[(3-fluoro-6-methylphenanthridin-5(6H)-yl)carbonyl]phenol). Run at temperature 70 celsius. The solvent is C1CCOC1 (THF). Reaction SMILES: [F:1][C:2]1[CH:3]=[CH:4][C:5]2[C:6]3[C:11]([CH:12]([CH3:26])[N:13]([C:16](=[O:25])[C:17]4[CH:22]=[CH:21][CH:20]=[C:19]([O:23]C)[CH:18]=4)[C:14]=2[CH:15]=1)=[CH:10][CH:9]=[CH:8][CH:7]=3.FC1C=C(F)C=CC=1C1C=CC=CC=1C(NC(=O)C1C=CC=C(OC)C=1)C>C1COCC1>[F:1][C:2]1[CH:3]=[CH:4][C:5]2[C:6]3[C:11]([CH:12]([CH3:26])[N:13]([C:16]([C:17]4[CH:18]=[C:19]([OH:23])[CH:20]=[CH:21][CH:22]=4)=[O:25])[C:14]=2[CH:15]=1)=[CH:10][CH:9]=[CH:8][CH:7]=3 |f:0.1|. Procedure details: 3-fluoro-5-(3-methoxybenzoyl)-6-methyl-5,6-dihydrophenanthridine—N-[1-(2′,4′-difluoro-1,1′-biphenyl-2-yl)ethyl]-3-methoxybenzamide (1.29 g, 3.5 mmol) was dissolved in anhydrous THF (10 mL) and the vial was capped and purged with an inert atmosphere. Lithium bis(trimethylsilyl)amide (4.0 mL, 1 M in THF) was added to the solution and the mixture heated (70° C). The reaction progress was monitored by LCMS and heating was discontinued upon the expense of the starting material. The THF was removed an... Isolated yield 85.7%. The reactants are FC=1C=CC=2C3=CC=CC=C3C(N(C2C1)C(C1=CC(=CC=C1)OC)=O)C.FC1=C(C=CC(=C1)F)C1=C(C=CC=C1)C(C)NC(C1=CC(=CC=C1)OC)=O (3-fluoro-5-(3-methoxybenzoyl)-6-methyl-5,6-dihydrophenanthridine N-[1-(2′,4′-difluoro-1,1′-biphenyl-2-yl)ethyl]-3-methoxybenzamide). The reactants are O=C(CC1=CC=C(C=C1)NC(OCC(Cl)(Cl)Cl)=O)C (2,2,2-trichloroethyl [4-(2-oxopropyl)phenyl]carbamate), C1(=CC=CC=C1)C1=NSC(=N1)N1CCNCC1 (1-(3-phenyl-1,2,4-thiadiazol-5-yl)piperazine), C(C)(C)N(CC)C(C)C (diisopropylethylamine), CS(=O)C (dimethylsulfoxide). Solvent: O (water). RXN SMILES: [O:1]=[C:2]([CH3:19])[CH2:3][C:4]1[CH:9]=[CH:8][C:7]([NH:10][C:11](=[O:18])OCC(Cl)(Cl)Cl)=[CH:6][CH:5]=1.[C:20]1([C:26]2[N:30]=[C:29]([N:31]3[CH2:36][CH2:35][NH:34][CH2:33][CH2:32]3)[S:28][N:27]=2)[CH:25]=[CH:24][CH:23]=[CH:22][CH:21]=1.C(N(C(C)C)CC)(C)C.CS(C)=O>O>[O:1]=[C:2]([CH3:19])[CH2:3][C:4]1[CH:5]=[CH:6][C:7]([NH:10][C:11]([N:34]2[CH2:35][CH2:36][N:31]([C:29]3[S:28][N:27]=[C:26]([C:20]4[CH:25]=[CH:24][CH:23]=[CH:22][CH:21]=4)[N:30]=3)[CH2:32][CH2:33]2)=[O:18])=[CH:8][CH:9]=1. The product is O=C(CC1=CC=C(C=C1)NC(=O)N1CCN(CC1)C1=NC(=NS1)C1=CC=CC=C1)C (N-[4-(2-Oxopropyl)phenyl]-4-(3-phenyl-1,2,4-thiadiazol-5-yl)piperazine-1-carboxamide). Reported procedure: A solution of 2,2,2-trichloroethyl [4-(2-oxopropyl)phenyl]carbamate (200 mg, 0.616 mmol), 1-(3-phenyl-1,2,4-thiadiazol-5-yl)piperazine (152 mg, 0.616 mmol), diisopropylethylamine (0.107 ml, 0.616 mmol) and dimethylsulfoxide (4 ml) was stirred at 70° C. for 12 hours, the reaction mixture was poured into water and the mixture was extracted with ethyl acetate. The extract was washed with water and dried over anhydrous magnesium sulfate. The solvent was distilled off under reduced pressure. The resi... The reactants are C(C=1C(N)=CC=CC1)(=O)O (Anthranilic acid), N(=O)[O-].[Na+] (NaNO2), C(C)(=O)[O-].[Na+] (sodium acetate), [N-]=[N+]=[N-].[Na+] (sodium azide). The solvent is Cl (HCl), O (H2O), O1CCOCC1 (dioxane), CO (methanol), O (H2O), O (water). Product: N(=[N+]=[N-])C1=C(C(=O)O)C=CC=C1 (2-azido-benzoic acid). Isolated yield 57.9%. Reaction SMILES: [C:1]([OH:10])(=[O:9])[C:2]1[C:3](=[CH:5][CH:6]=[CH:7][CH:8]=1)[NH2:4].N([O-])=O.[Na+].C([O-])(=O)C.[Na+].[N-:20]=[N+:21]=[N-].[Na+]>Cl.O.O1CCOCC1.CO>[N:4]([C:3]1[CH:5]=[CH:6][CH:7]=[CH:8][C:2]=1[C:1]([OH:10])=[O:9])=[N+:20]=[N-:21] |f:1.2,3.4,5.6|. Procedure: Anthranilic acid (12.3 g, 90 mmol) was dissolved in a mixture of aqueous HCl (36%, 50 mL), H2O (100 mL), dioxane (50 mL) and methanol (50 mL) at 0° C. and treated dropwise with NaNO2 (7.6 g, 110 mmol) dissolved in H2O (50 ml) whereas the temperature of the reaction mixture was kept below 5° C. After 1 h at 0° C. the mixture was poured onto an icy solution of sodium acetate (26 g, 317 mmol) and sodium azide (15 g, 230 mmol) in ca. 300 ml of water. Repeated (ca. 3 times) extraction of the resultin...